This data is from the Open Reaction Database (ORD), a public repository of structured organic reaction records. The task is: describe an organic reaction: reactants, conditions, products, and yield Starting materials: N\C(\C)=N/OC([C@H](C(C)(C)C)NC(=O)C=1N=C(N2C1CN(CC2)C(=O)OC(C)(C)C)C2=CC=CC=C2)=O ((S,Z)-tert-butyl 1-(1-(1-aminoethylideneaminooxy)-3,3-dimethyl-1-oxobutan-2-ylcarbamoyl)-3-phenyl-5,6-dihydroimidazo[1,5-a]pyrazine-7(8H)-carboxylate). Run in solution, CCCC[N+](CCCC)(CCCC)CCCC.[F-] (TBAF), C1CCOC1 (THF). Run at time 8 hour. The product is CC([C@@H](C1=NC(=NO1)C)NC(=O)C=1N=C(N2C1CN(CC2)C(=O)OC(C)(C)C)C2=CC=CC=C2)(C)C ((S)-tert-butyl 1-(2,2-dimethyl-1-(3-methyl-1,2,4-oxadiazol-5-yl)propylcarbamoyl)-3-phenyl-5,6-dihydroimidazo[1,5-a]pyrazine-7(8H)-carboxylate). Isolated yield 88.1%. As a reaction SMILES: [NH2:1]/[C:2](=[N:4]\[O:5][C:6](=O)[C@@H:7]([NH:12][C:13]([C:15]1[N:16]=[C:17]([C:31]2[CH:36]=[CH:35][CH:34]=[CH:33][CH:32]=2)[N:18]2[CH2:23][CH2:22][N:21]([C:24]([O:26][C:27]([CH3:30])([CH3:29])[CH3:28])=[O:25])[CH2:20][C:19]=12)=[O:14])[C:8]([CH3:11])([CH3:10])[CH3:9])/[CH3:3]>CCCC[N+](CCCC)(CCCC)CCCC.[F-].C1COCC1>[CH3:10][C:8]([CH3:9])([CH3:11])[C@H:7]([NH:12][C:13]([C:15]1[N:16]=[C:17]([C:31]2[CH:32]=[CH:33][CH:34]=[CH:35][CH:36]=2)[N:18]2[CH2:23][CH2:22][N:21]([C:24]([O:26][C:27]([CH3:28])([CH3:29])[CH3:30])=[O:25])[CH2:20][C:19]=12)=[O:14])[C:6]1[O:5][N:4]=[C:2]([CH3:3])[N:1]=1 |f:1.2|. Procedure details: Intermediate 22C (0.20 g, 0.39 mmol) was dissolved in a 1N solution of TBAF in THF (0.55 mL). The resulting mixture was stirred overnight, concentrated, diluted with EtOAc and washed successively with water and brine, dried over anhydrous Na2SO4, filtered and concentrated. The residue was purified by preparative flash chromatography on silica, eluting with a 20-70% ethyl acetate/hexanes gradient to provide Intermediate 22D (0.17 g, 88%). 1H-NMR (400 MHz, CDCl3-d) δ: 1.09 (s, 9H), 1.51 (s, 9H), 2... Procedure details: To a suitable reaction flask is added 275.0 grams of 3-dodecyloxy-3-ethylpropyl amine (example 21). Heat while under agitation to 40° C. A nitrogen blanket is applied to the headspace of the reaction vessel. Keep the reaction flask headspace blanketed with nitrogen throughout the entire reaction period. Begin addition of 90.0 grams of 2-pentenenitrile under good agitation keeping the temperature below 50° C. When all of the 2-pentenenitrile has been added, let react for two hours at 50° C. Product: C(C=CCC)#N.C(CCCCCCCCCCC)OC(CCN)CC (3-Dodecyloxy-3-ethylpropylamine pentenenitrile). The reactants are C(CCCCCCCCCCC)OC(CCN)CC (3-dodecyloxy-3-ethylpropyl amine), C(C=CCC)#N (2-pentenenitrile), C(C=CCC)#N (2-pentenenitrile). Reaction conditions: temperature 40 celsius. Reaction SMILES: [CH2:1]([O:13][CH:14]([CH2:18][CH3:19])[CH2:15][CH2:16][NH2:17])[CH2:2][CH2:3][CH2:4][CH2:5][CH2:6][CH2:7][CH2:8][CH2:9][CH2:10][CH2:11][CH3:12].C(#N)C=CCC>>[C:16](#[N:17])[CH:15]=[CH:14][CH2:18][CH3:19].[CH2:1]([O:13][CH:14]([CH2:18][CH3:19])[CH2:15][CH2:16][NH2:17])[CH2:2][CH2:3][CH2:4][CH2:5][CH2:6][CH2:7][CH2:8][CH2:9][CH2:10][CH2:11][CH3:12] |f:2.3|. Reactants: BrCCC1OCCO1 (2-(2-bromoethyl)-1,3-dioxolane), C1(=CC=CC=C1)P(C1=CC=CC=C1)C1=CC=CC=C1 (triphenylphosphine). Solvent: C1(=CC=CC=C1)C (toluene). Yields the product [Br-].O1C(OCC1)CC[P+](C1=CC=CC=C1)(C1=CC=CC=C1)C1=CC=CC=C1 (2-(1,3-Dioxolan-2-yl)ethyltriphenylphosphonium bromide). Isolated yield 27.0%. RXN SMILES: [Br:1][CH2:2][CH2:3][CH:4]1[O:8][CH2:7][CH2:6][O:5]1.[C:9]1([P:15]([C:22]2[CH:27]=[CH:26][CH:25]=[CH:24][CH:23]=2)[C:16]2[CH:21]=[CH:20][CH:19]=[CH:18][CH:17]=2)[CH:14]=[CH:13][CH:12]=[CH:11][CH:10]=1>C1(C)C=CC=CC=1>[Br-:1].[O:5]1[CH2:6][CH2:7][O:8][CH:4]1[CH2:3][CH2:2][P+:15]([C:16]1[CH:17]=[CH:18][CH:19]=[CH:20][CH:21]=1)([C:22]1[CH:27]=[CH:26][CH:25]=[CH:24][CH:23]=1)[C:9]1[CH:10]=[CH:11][CH:12]=[CH:13][CH:14]=1 |f:3.4|. Procedure: A solution of 25 g. (0.138 mmole) of 2-(2-bromoethyl)-1,3-dioxolane and 36.2 g. (0.138 mmole) of triphenylphosphine in 30 ml. of toluene was heated at 100° C. for 18 hours. The reaction was cooled to yield two phases. The toluene phase was decanted and the oil remaining crystalized at -78° C. in ethyl acetate. Decantation of the ethyl acetate and warming of the crystals to room temperature gave an oil. The oil was dried under vacuum (0.05 torr) at 100° C. for 16 hours to yield 15 g. (27%) of the... Reactants: C(C1=CC=CC=C1)N1C(C=2C(C1=O)=CC=CC2)=O (N-benzylpthalimide), C(C1=CC=CC=C1)Br (benzyl bromide), C1(C=2C(C(N1)=O)=CC=CC2)=O.[K] (potassium phthalimide), Grignard reagent, CC1(NC(C2=CC=CC=C12)(C)C)C (1,1,3,3-tetramethylisoindoline). The solvent is [Mg] (magnesium), CI (methyl iodide), C1(=CC=CC=C1)C (toluene), C(C)OCC (ethyl ether). Product: Grignard reagent, C(C1=CC=CC=C1)N1C(C2=CC=CC=C2C1(C)C)(C)C (N-benzyl-1,1,3,3-tetramethylisoindoline). Yield: 37.0%. Reaction SMILES: C(N1C(=O)C2=CC=CC=C2C1=O)C1C=CC=CC=1.[CH2:19](Br)[C:20]1[CH:25]=[CH:24][CH:23]=[CH:22][CH:21]=1.C1(=O)NC(=O)C2=CC=CC=C12.[K].[CH3:39][C:40]1([CH3:51])[C:48]2[C:43](=[CH:44][CH:45]=[CH:46][CH:47]=2)[C:42]([CH3:50])([CH3:49])[NH:41]1>CI.[Mg].C1(C)C=CC=CC=1.C(OCC)C>[CH2:19]([N:41]1[C:40]([CH3:51])([CH3:39])[C:48]2[C:43](=[CH:44][CH:45]=[CH:46][CH:47]=2)[C:42]1([CH3:50])[CH3:49])[C:20]1[CH:25]=[CH:24][CH:23]=[CH:22][CH:21]=1 |f:2.3,^1:37|. Procedure details: The synthesis set up by Rizzardo and coworkers is of the greatest practical interest, and comprises the synthesis of N-benzylpthalimide from benzyl bromide and potassium phthalimide, followed by its alkylation with a Grignard reagent. In the synthesis of 1,1,3,3-tetramethylisoindoline, for example, the Grignard reagent was prepared starting from methyl iodide and magnesium using, as solvents, ethyl ether and toluene (in succession): after 4 hours at reflux, N-benzyl-1,1,3,3-tetramethylisoindolin... Reactants: Nc1ccc(Br)c(C(F)(F)F)c1, Clc1nc2ccccc2[nH]1. The product is Cl, FC(F)(F)c1cc(Nc2nc3ccccc3[nH]2)ccc1Br. RXN SMILES: [Br:11][c:12]1[c:13]([C:19]([F:20])([F:21])[F:22])[cH:14][c:15]([NH2:16])[cH:17][cH:18]1.[Cl:1][c:2]1[nH:3][c:4]2[c:5]([n:6]1)[cH:7][cH:8][cH:9][cH:10]2>>[ClH:1].[c:2]1([NH:16][c:15]2[cH:14][c:13]([C:19]([F:20])([F:21])[F:22])[c:12]([Br:11])[cH:18][cH:17]2)[nH:3][c:4]2[c:5]([n:6]1)[cH:7][cH:8][cH:9][cH:10]2.